From a dataset of the Open Reaction Database (ORD), a public repository of structured organic reaction records. describe an organic reaction: reactants, conditions, products, and yield The reactants are CNC1=CC=C(C=C1)C#CCCCO (5-(4-(methylamino)phenyl)pent-4-yn-1-ol), [Si](C)(C)(C(C)(C)C)O[C@@H](CN(CCCC#CC1=CC=C(C=C1)NC(C(F)(F)F)=O)C)C1=C2C=CC(NC2=C(C=C1)O)=O ((R)—N-(4-(5-((2-((tert-butyldimethylsilyl)oxy)-2-(8-hydroxy-2-oxo-1,2-dihydroquinolin-5-yl)ethyl)(methyl)amino)pent-1-yn-1-yl)phenyl)-2,2,2-trifluoroacetamide), C29H40N3O3Si. Product: NC1=CC=C(C=C1)C#CCCCN(C[C@H](O[Si](C)(C)C(C)(C)C)C1=C2C=CC(NC2=C(C=C1)O)=O)C ((R)-5-(2-((5-(4-aminophenyl)pent-4-yn-1-yl)(methyl)amino)-1-((tert-butyldimethylsilyl)oxy)ethyl)-8-hydroxyquinolin-2(1H)-one). Reaction SMILES: CNC1C=CC(C#CCCCO)=CC=1.[Si:15]([O:22][C@H:23]([C:45]1[CH:54]=[CH:53][C:52]([OH:55])=[C:51]2[C:46]=1[CH:47]=[CH:48][C:49](=[O:56])[NH:50]2)[CH2:24][N:25]([CH3:44])[CH2:26][CH2:27][CH2:28][C:29]#[C:30][C:31]1[CH:36]=[CH:35][C:34]([NH:37]C(=O)C(F)(F)F)=[CH:33][CH:32]=1)([C:18]([CH3:21])([CH3:20])[CH3:19])([CH3:17])[CH3:16]>>[NH2:37][C:34]1[CH:35]=[CH:36][C:31]([C:30]#[C:29][CH2:28][CH2:27][CH2:26][N:25]([CH3:44])[CH2:24][C@@H:23]([C:45]2[CH:54]=[CH:53][C:52]([OH:55])=[C:51]3[C:46]=2[CH:47]=[CH:48][C:49](=[O:56])[NH:50]3)[O:22][Si:15]([C:18]([CH3:21])([CH3:20])[CH3:19])([CH3:16])[CH3:17])=[CH:32][CH:33]=1. Reported procedure: The title compound was synthesized in a manner analogous to that described for Intermediate 49, using instead Intermediate 102 as a substrate. ES/MS calcd. for C29H40N3O3Si+ 506.3. Found m/z=506.4 (M+H)+. The reactants are C=CCOC(=O)C1=C(SC2CC(CCn3cncc3COC)N(C(=O)OCC=C)C2)C(C)C2C(C(C)O)C(=O)N12, CI, CC(C)=O. Yields the product C=CCOC(=O)C1=C(SC2CC(CC[n+]3cn(C)cc3COC)N(C(=O)OCC=C)C2)C(C)C2C(C(C)O)C(=O)N12, [I-]. RXN SMILES: [CH2:1]([CH:2]=[CH2:3])[O:4][C:5](=[O:6])[N:7]1[CH:8]([CH2:31][CH2:32][n:33]2[cH:34][n:35][cH:36][c:37]2[CH2:38][O:39][CH3:40])[CH2:9][CH:10]([S:12][C:13]2=[C:14]([C:25](=[O:26])[O:27][CH2:28][CH:29]=[CH2:30])[N:15]3[C:16](=[O:24])[CH:17]([CH:21]([CH3:22])[OH:23])[CH:18]3[CH:19]2[CH3:20])[CH2:11]1.[CH3:41][I:42].[CH3:43][C:44](=[O:45])[CH3:46]>>[CH2:1]([CH:2]=[CH2:3])[O:4][C:5](=[O:6])[N:7]1[CH:8]([CH2:31][CH2:32][n+:33]2[cH:34][n:35]([CH3:41])[cH:36][c:37]2[CH2:38][O:39][CH3:40])[CH2:9][CH:10]([S:12][C:13]2=[C:14]([C:25](=[O:26])[O:27][CH2:28][CH:29]=[CH2:30])[N:15]3[C:16](=[O:24])[CH:17]([CH:21]([CH3:22])[OH:23])[CH:18]3[CH:19]2[CH3:20])[CH2:11]1.[I-:42]. Starting materials: CS(=O)(=O)OCC(F)(F)F, CC(C)N1CCC(Oc2cnc3[nH]c(C(=O)N4CCC(F)(F)CC4)cc3c2)CC1, [H-], [Na+]. Product: CC(C)N1CCC(Oc2cnc3c(c2)cc(C(=O)N2CCC(F)(F)CC2)n3CC(F)(F)F)CC1. Reaction SMILES: [CH3:32][S:33]([O:34][CH2:37][C:38]([F:39])([F:40])[F:41])(=[O:35])=[O:36].[F:1][C:2]1([F:29])[CH2:3][CH2:4][N:5]([C:8](=[O:9])[c:10]2[cH:11][c:12]3[c:13]([n:14][cH:15][c:16]([O:18][CH:19]4[CH2:20][CH2:21][N:22]([CH:25]([CH3:26])[CH3:27])[CH2:23][CH2:24]4)[cH:17]3)[nH:28]2)[CH2:6][CH2:7]1.[H-:30].[Na+:31]>>[F:1][C:2]1([F:29])[CH2:3][CH2:4][N:5]([C:8](=[O:9])[c:10]2[cH:11][c:12]3[c:13]([n:14][cH:15][c:16]([O:18][CH:19]4[CH2:20][CH2:21][N:22]([CH:25]([CH3:26])[CH3:27])[CH2:23][CH2:24]4)[cH:17]3)[n:28]2[CH2:37][C:38]([F:39])([F:40])[F:41])[CH2:6][CH2:7]1.